Dataset: the Open Reaction Database (ORD), a public repository of structured organic reaction records. Task: describe an organic reaction: reactants, conditions, products, and yield Reactants: O=C1N(CCCC[C@@H]1NC(OC(C)(C)C)=O)CC=1C=NC=CC1 ((S)-tert-butyl 2-oxo-1-(pyridin-3-ylmethyl)azepan-3-ylcarbamate), FC(C(=O)O)(F)F (2,2,2-trifluoroacetic acid). Run in C(Cl)Cl (DCM). Run at time 4 hour. Yields the product N[C@@H]1C(N(CCCC1)CC=1C=NC=CC1)=O ((S)-3-amino-1-(pyridin-3-ylmethyl)azepan-2-one). The yield is 106.8%. Reaction SMILES: [O:1]=[C:2]1[C@@H:8]([NH:9]C(=O)OC(C)(C)C)[CH2:7][CH2:6][CH2:5][CH2:4][N:3]1[CH2:17][C:18]1[CH:19]=[N:20][CH:21]=[CH:22][CH:23]=1.FC(F)(F)C(O)=O>C(Cl)Cl>[NH2:9][C@H:8]1[CH2:7][CH2:6][CH2:5][CH2:4][N:3]([CH2:17][C:18]2[CH:19]=[N:20][CH:21]=[CH:22][CH:23]=2)[C:2]1=[O:1]. Procedure: In a round bottomed flask, to a stirred solution of (S)-tert-butyl 2-oxo-1-(pyridin-3-ylmethyl)azepan-3-ylcarbamate (150 mg, 0.470 mmol) in DCM (3 mL) was added 2,2,2-trifluoroacetic acid (0.186 mL, 2.35 mmol) at rt under argon. The reaction mixture was stirred at rt for 4 hr. The reaction mixture was concentrated and the residue was dried under vacuum to give (S)-3-amino-1-(pyridin-3-ylmethyl)azepan-2-one (110 mg, 0.502 mmol, 100% yield). Anal. Calcd. for C12H17N3O m/z 219.3. found: 220.3 (M+H)...